From a dataset of the Open Reaction Database (ORD), a public repository of structured organic reaction records. describe an organic reaction: reactants, conditions, products, and yield The reactants are O=C([O-])[O-], Cc1cccc2[nH]ccc12, N#Cc1ccccc1F, [K+], [K+], CN(C)C=O, O. Product: Cc1cccc2c1ccn2-c1ccccc1C#N. RXN SMILES: [C:20](=[O:21])([O-:22])[O-:23].[CH3:1][c:2]1[c:3]2[cH:4][cH:5][nH:6][c:7]2[cH:8][cH:9][cH:10]1.[F:11][c:12]1[c:13]([C:14]#[N:15])[cH:16][cH:17][cH:18][cH:19]1.[K+:24].[K+:25].[O:26]=[CH:27][N:28]([CH3:29])[CH3:30].[OH2:31]>>[CH3:1][c:2]1[c:3]2[cH:4][cH:5][n:6](-[c:12]3[c:13]([C:14]#[N:15])[cH:16][cH:17][cH:18][cH:19]3)[c:7]2[cH:8][cH:9][cH:10]1. Reactants: Cl (HCl), [OH-].[Li+] (Lithium hydroxide), solution, C(C)OC(CCCCCCNS(=O)(=O)CCC1=CC=C(C=C1)C(CCCCC)O)=O (7-[[4-(1-Hydroxyhexyl)benzyl]methanesulfonylamino]heptanoic acid ethyl ester). Solvent: O (H2O), C1CCOC1 (THF). Reaction conditions: time 16 hour. Yields the product OC(CCCCC)C1=CC=C(CCS(=O)(=O)NCCCCCCC(=O)O)C=C1 (7-[[4-(1-Hydroxyhexyl)benzyl]methanesulfonylamino]heptanoic acid). The yield is 74.2%. Reaction SMILES: [OH-].[Li+].C([O:5][C:6](=[O:32])[CH2:7][CH2:8][CH2:9][CH2:10][CH2:11][CH2:12][NH:13][S:14]([CH2:17][CH2:18][C:19]1[CH:24]=[CH:23][C:22]([CH:25]([OH:31])[CH2:26][CH2:27][CH2:28][CH2:29][CH3:30])=[CH:21][CH:20]=1)(=[O:16])=[O:15])C.Cl>O.C1COCC1>[OH:31][CH:25]([C:22]1[CH:23]=[CH:24][C:19]([CH2:18][CH2:17][S:14]([NH:13][CH2:12][CH2:11][CH2:10][CH2:9][CH2:8][CH2:7][C:6]([OH:32])=[O:5])(=[O:16])=[O:15])=[CH:20][CH:21]=1)[CH2:26][CH2:27][CH2:28][CH2:29][CH3:30] |f:0.1|. Procedure details: Lithium hydroxide (0.47 mL of a 0.5 N solution in H2O, 0.236 mmol) was added to a solution of the ester 11 (52 mg, 0.118 mmol) in THF (1.5 mL) at 23° C. The reaction mixture was stirred for 16 h, acidified with 1 N HCl and extracted with EtOAc. The organic portion was washed with brine (2×), dried (MgSO4), filtered and concentrated in vacuo. FCC (silica gel, 100% EtOAc) gave 36.2 mg (72%) of the free acid 12 as a light yellow, viscous oil. Starting materials: N#CCBr, Oc1ccc(-c2ccc3c(c2)c(Cc2ccccc2)c(-c2ccccc2)n3Cc2ccccc2)cc1, CC(C)=O, [K+], [K+], O=C([O-])[O-]. The product is N#CCOc1ccc(-c2ccc3c(c2)c(Cc2ccccc2)c(-c2ccccc2)n3Cc2ccccc2)cc1. As a reaction SMILES: [Br:43][CH2:44][C:45]#[N:46].[CH2:1]([c:2]1[cH:3][cH:4][cH:5][cH:6][cH:7]1)[n:8]1[c:9](-[c:31]2[cH:32][cH:33][cH:34][cH:35][cH:36]2)[c:10]([CH2:24][c:25]2[cH:26][cH:27][cH:28][cH:29][cH:30]2)[c:11]2[cH:12][c:13](-[c:17]3[cH:18][cH:19][c:20]([OH:23])[cH:21][cH:22]3)[cH:14][cH:15][c:16]12.[CH3:47][C:48](=[O:49])[CH3:50].[K+:37].[K+:38].[O-:39][C:40]([O-:41])=[O:42]>>[CH2:1]([c:2]1[cH:3][cH:4][cH:5][cH:6][cH:7]1)[n:8]1[c:9](-[c:31]2[cH:32][cH:33][cH:34][cH:35][cH:36]2)[c:10]([CH2:24][c:25]2[cH:26][cH:27][cH:28][cH:29][cH:30]2)[c:11]2[cH:12][c:13](-[c:17]3[cH:18][cH:19][c:20]([O:23][CH2:44][C:45]#[N:46])[cH:21][cH:22]3)[cH:14][cH:15][c:16]12. Starting materials: O=C([O-])[O-], CS(C)=O, CCOC(C)=O, COC(=O)c1cc([N+](=O)[O-])ccc1F, [K+], [K+], NCC1CCN(c2ccncc2)CC1. The product is COC(=O)c1cc([N+](=O)[O-])ccc1NCC1CCN(c2ccncc2)CC1. As a reaction SMILES: [C:15](=[O:16])([O-:17])[O-:18].[CH3:35][S:36](=[O:37])[CH3:38].[CH3:39][CH2:40][O:41][C:42]([CH3:43])=[O:44].[F:21][c:22]1[c:23]([C:24](=[O:25])[O:26][CH3:27])[cH:28][c:29]([N+:32](=[O:33])[O-:34])[cH:30][cH:31]1.[K+:19].[K+:20].[n:1]1[cH:2][cH:3][c:4]([N:7]2[CH2:8][CH2:9][CH:10]([CH2:13][NH2:14])[CH2:11][CH2:12]2)[cH:5][cH:6]1>>[n:1]1[cH:2][cH:3][c:4]([N:7]2[CH2:8][CH2:9][CH:10]([CH2:13][NH:14][c:22]3[c:23]([C:24](=[O:25])[O:26][CH3:27])[cH:28][c:29]([N+:32](=[O:33])[O-:34])[cH:30][cH:31]3)[CH2:11][CH2:12]2)[cH:5][cH:6]1. Reactants: C(C)OC(=O)C=1C(C2=C(N=C(N=C2)NCCCN2C=NC=C2)N(C1)C1CCCCC1)=O (8-Cyclohexyl-2-(3-imidazol-1-yl-propylamino)-5-oxo-5,8-dihydro-pyrido[2,3-d]pyrimidine-6-carboxylic acid ethyl ester), N (ammonia). Solvent: CO (methanol). Reaction conditions: time 8 hour. Product: C1(CCCCC1)N1C=C(C(C2=C1N=C(N=C2)NCCCN2C=NC=C2)=O)C(=O)N (8-cyclohexyl-2-(3-imidazol-1-yl-propylamino)-5-oxo-5,8-dihydro-pyrido[2,3-d]pyrimidine-6-carboxylic acid amide). The yield is 95.0%. As a reaction SMILES: C(O[C:4]([C:6]1[C:7](=[O:31])[C:8]2[CH:13]=[N:12][C:11]([NH:14][CH2:15][CH2:16][CH2:17][N:18]3[CH:22]=[CH:21][N:20]=[CH:19]3)=[N:10][C:9]=2[N:23]([CH:25]2[CH2:30][CH2:29][CH2:28][CH2:27][CH2:26]2)[CH:24]=1)=[O:5])C.[NH3:32]>CO>[CH:25]1([N:23]2[C:9]3[N:10]=[C:11]([NH:14][CH2:15][CH2:16][CH2:17][N:18]4[CH:22]=[CH:21][N:20]=[CH:19]4)[N:12]=[CH:13][C:8]=3[C:7](=[O:31])[C:6]([C:4]([NH2:32])=[O:5])=[CH:24]2)[CH2:30][CH2:29][CH2:28][CH2:27][CH2:26]1. Procedure: 8-Cyclohexyl-2-(3-imidazol-1-yl-propylamino)-5-oxo-5,8-dihydro-pyrido[2,3-d]pyrimidine-6-carboxylic acid ethyl ester (4.5 mg, 0.011 mmol) was added to 1.0 mL of 7 N ammonia in methanol. The mixture was stirred in a sealed tube at room temperature overnight. The solvent was evaporated to leave a white solid of 8-cyclohexyl-2-(3-imidazol-1-yl-propylamino)-5-oxo-5,8-dihydro-pyrido[2,3-d]pyrimidine-6-carboxylic acid amide (4.0 mg, 95%). 1H NMR (400 MHz, CDCl3/CD3OD (20:1 v/v)) δ (ppm): 9.18 (s), 8.7... Yields the product ClC=1C(=NC=C(C1)C(F)(F)F)C1=CC2=C(N(C(N2CC(=O)OCC)=O)C(C)C)C=C1 (5-(3-Chloro-5-trifluoromethylpyridin-2yl)-3-ethoxycarbonylmethyl-1-(1-methylethyl)benzimidazol-2-one). Yield: 68.0%. Procedure: In a similar manner to the preparation of 5-(3-chloro-5-trifluoromethylpyridin-2yl)-3-methyl-1-(1-methylethyl)benzimidazol-2-one described above, 2.5 g of 5-(3-chloro-5-trifluoromethyl-pyridin-2yl)-1-(1-methylethyl)benzimidazol-2 -one and 1.23 g of ethyl bromoacetate gave 2.1 g (68%) of colorless crystals. Yield: 68%, m.p.L 125-127° C. RXN SMILES: [Cl:1][C:2]1[C:3]([C:12]2[CH:25]=[CH:24][C:15]3[N:16]([CH:21]([CH3:23])[CH3:22])[C:17](=[O:20])[N:18]([CH3:19])[C:14]=3[CH:13]=2)=[N:4][CH:5]=[C:6]([C:8]([F:11])([F:10])[F:9])[CH:7]=1.ClC1C(C2C=CC3N(C(C)C)C(=O)NC=3C=2)=NC=C(C(F)(F)F)C=1.BrC[C:52]([O:54][CH2:55][CH3:56])=[O:53]>>[Cl:1][C:2]1[C:3]([C:12]2[CH:25]=[CH:24][C:15]3[N:16]([CH:21]([CH3:22])[CH3:23])[C:17](=[O:20])[N:18]([CH2:19][C:52]([O:54][CH2:55][CH3:56])=[O:53])[C:14]=3[CH:13]=2)=[N:4][CH:5]=[C:6]([C:8]([F:9])([F:10])[F:11])[CH:7]=1. Reactants: ClC=1C(=NC=C(C1)C(F)(F)F)C1=CC2=C(N(C(N2C)=O)C(C)C)C=C1 (5-(3-chloro-5-trifluoromethylpyridin-2yl)-3-methyl-1-(1-methylethyl)benzimidazol-2-one), ClC=1C(=NC=C(C1)C(F)(F)F)C1=CC2=C(N(C(N2)=O)C(C)C)C=C1 (5-(3-chloro-5-trifluoromethyl-pyridin-2yl)-1-(1-methylethyl)benzimidazol-2 -one), BrCC(=O)OCC (ethyl bromoacetate). Procedure details: 6.5 g (0.055 mol) of phenyl isocyanate and three drops of tributyl-tin laurate, as the catalyst, were added to a solution of 13.15 g (0.05 mol) of 1-cyclohexyl-4,4-dimethyl-2-(1,2,4-triazol-1-yl)-pent-1-en-3-ol (Example 2) in 100 ml of ether. The mixture was stirred at room temperature for 5 days. After distilling off the solvent in vacuo, the residue was recrystallised from ethyl acetate/ligroin. 4.8 g (25.1% of theory) of 1-cyclohexyl-4,4-dimethyl-3-phenylcarbamoyloxy-2-(1,2,4-triazol-1-yl)-pe... Solvent: CCOCC (ether). As a reaction SMILES: [C:1]1([N:7]=[C:8]=[O:9])[CH:6]=[CH:5][CH:4]=[CH:3][CH:2]=1.[CH:10]1([CH:16]=[C:17]([N:24]2[CH:28]=[N:27][CH:26]=[N:25]2)[CH:18]([OH:23])[C:19]([CH3:22])([CH3:21])[CH3:20])[CH2:15][CH2:14][CH2:13][CH2:12][CH2:11]1>C([O-])(=O)CCCCCCCCCCC.C([Sn+](CCCC)CCCC)CCC.CCOCC>[CH:10]1([CH:16]=[C:17]([N:24]2[CH:28]=[N:27][CH:26]=[N:25]2)[CH:18]([O:23][C:8](=[O:9])[NH:7][C:1]2[CH:6]=[CH:5][CH:4]=[CH:3][CH:2]=2)[C:19]([CH3:22])([CH3:21])[CH3:20])[CH2:11][CH2:12][CH2:13][CH2:14][CH2:15]1 |f:2.3|. The reagents and catalysts are C(CCCCCCCCCCC)(=O)[O-].C(CCC)[Sn+](CCCC)CCCC (tributyl-tin laurate). Starting materials: C1(=CC=CC=C1)N=C=O (phenyl isocyanate), C1(CCCCC1)C=C(C(C(C)(C)C)O)N1N=CN=C1 (1-cyclohexyl-4,4-dimethyl-2-(1,2,4-triazol-1-yl)-pent-1-en-3-ol). Conditions: time 5 day. The product is C1(CCCCC1)C=C(C(C(C)(C)C)OC(NC1=CC=CC=C1)=O)N1N=CN=C1 (1-cyclohexyl-4,4-dimethyl-3-phenylcarbamoyloxy-2-(1,2,4-triazol-1-yl)-pent-1-ene). Isolated yield 25.1%.